This data is from the Open Reaction Database (ORD), a public repository of structured organic reaction records. The task is: describe an organic reaction: reactants, conditions, products, and yield Reactants: CC(C)N1CCC(Oc2ccc3c(c2)cc2n3C(C)CNC2=O)CC1, ClCc1ccccn1, Cl, [H-], [Na+]. The product is CC(C)N1CCC(Oc2ccc3c(c2)cc2n3C(C)CN(Cc3ccccn3)C2=O)CC1. As a reaction SMILES: [CH:1]([CH3:2])([CH3:3])[N:4]1[CH2:5][CH2:6][CH:7]([O:10][c:11]2[cH:12][c:13]3[cH:14][c:15]4[n:16]([c:17]3[cH:18][cH:19]2)[CH:20]([CH3:25])[CH2:21][NH:22][C:23]4=[O:24])[CH2:8][CH2:9]1.[Cl:29][CH2:30][c:31]1[n:32][cH:33][cH:34][cH:35][cH:36]1.[ClH:28].[H-:26].[Na+:27]>>[CH:1]([CH3:2])([CH3:3])[N:4]1[CH2:5][CH2:6][CH:7]([O:10][c:11]2[cH:12][c:13]3[cH:14][c:15]4[n:16]([c:17]3[cH:18][cH:19]2)[CH:20]([CH3:25])[CH2:21][N:22]([CH2:30][c:31]2[n:32][cH:33][cH:34][cH:35][cH:36]2)[C:23]4=[O:24])[CH2:8][CH2:9]1. Starting materials: FC1=CC(=C(C=C1)C(=C(C=O)C1=NN=NN1C)C1=C(C=C(C=C1)F)C)C (3,3-bis(4-fluoro-2-methylphenyl)-2-(1-methyl-1H-tetrazol-5-yl)-2-propenal), C1(=CC=CC=C1)P(C1=CC=CC=C1)(C1=CC=CC=C1)=CC=O (triphenylphosphoranylidene acetaldehyde), C1=CC=CC=C1 (benzene). Product: FC1=CC(=C(C=C1)C(=C(C=CC=O)C1=NN=NN1C)C1=C(C=C(C=C1)F)C)C (5,5-Bis(4-fluoro-2-methylphenyl)-4-(1-methyl-1H-tetrazol-5-yl)-2,4-pentadienal). RXN SMILES: [F:1][C:2]1[CH:7]=[CH:6][C:5]([C:8]([C:18]2[CH:23]=[CH:22][C:21]([F:24])=[CH:20][C:19]=2[CH3:25])=[C:9]([C:12]2[N:16]([CH3:17])[N:15]=[N:14][N:13]=2)C=O)=[C:4]([CH3:26])[CH:3]=1.C1(P(=[CH:46][CH:47]=[O:48])(C2C=CC=CC=2)C2C=CC=CC=2)C=CC=CC=1.[CH:49]1C=CC=CC=1>>[F:24][C:21]1[CH:22]=[CH:23][C:18]([C:8]([C:5]2[CH:6]=[CH:7][C:2]([F:1])=[CH:3][C:4]=2[CH3:26])=[C:9]([C:12]2[N:16]([CH3:17])[N:15]=[N:14][N:13]=2)[CH:49]=[CH:46][CH:47]=[O:48])=[C:19]([CH3:25])[CH:20]=1. Reported procedure: A solution of 3,3-bis(4-fluoro-2-methylphenyl)-2-(1-methyl-1H-tetrazol-5-yl)-2-propenal (0.88 g, 2.5 mmoles) and triphenylphosphoranylidene acetaldehyde (0.75 g, 2.5 mmoles) in benzene (50 mL) was heated at reflux for 3 hours. The solvent was removed by evaporation and the crude residue purified by column chromatography on silica gel eluting with 1% (v/v) methanol in methylene chloride. The fractions containing material having Rf =0.9 [1:20 (v/v) methanolmethylene chloride] were combined and con... The reactants are CN(C)C=O, COc1cc(OC)cc(C(=O)O)c1, Cc1ccccc1, O=S(Cl)Cl. Product: COc1cc(OC)cc(C(=O)Cl)c1. RXN SMILES: [CH3:14][N:15]([CH3:16])[CH:17]=[O:18].[CH3:1][O:2][c:3]1[cH:4][c:5]([C:6](=[O:7])[OH:8])[cH:9][c:10]([O:12][CH3:13])[cH:11]1.[CH3:23][c:24]1[cH:25][cH:26][cH:27][cH:28][cH:29]1.[S:19]([Cl:20])([Cl:21])=[O:22]>>[CH3:1][O:2][c:3]1[cH:4][c:5]([C:6](=[O:7])[Cl:21])[cH:9][c:10]([O:12][CH3:13])[cH:11]1. The reactants are C=C(C)C(N)=O, CC[O-], Cl, [Na+], C1COCCO1. The product is C=C(C)C(=O)NC(=O)OCC. RXN SMILES: [CH3:1][C:2](=[CH2:3])[C:4]([NH2:5])=[O:6].[CH3:8][CH2:9][O-:10].[ClH:11].[Na+:7].[O:12]1[CH2:13][CH2:17][O:16][CH2:15][CH2:14]1>>[CH3:1][C:2](=[CH2:3])[C:4]([NH:5][C:13]([O:10][CH2:9][CH3:8])=[O:12])=[O:6]. The reactants are NC1=CC=C(C=C1)C1=CN=C(O1)C(=O)NC(C(=O)OC)C(C)C (methyl 2-(5-(4-aminophenyl)oxazole-2-carboxamido)-3-methylbutanoate), NC1=CC=C(C=C1)C1=CN=C(O1)C(=O)NC(C(=O)OC)C(C)C (methyl 2-(5-(4-aminophenyl)oxazole-2-carboxamido)-3-methylbutanoate), N(=C=O)C1=CC(=CC=C1)C(F)(F)F (1-isocyanato-3-(trifluoromethyl)benzene). Solvent: C1CCOC1 (THF). Reaction conditions: time 8 hour. Product: CC(C(C(=O)OC)NC(=O)C=1OC(=CN1)C1=CC=C(C=C1)NC(=O)NC1=CC(=CC=C1)C(F)(F)F)C (Methyl 3-methyl-2-(5-(4-(3-(3-(trifluoromethyl)phenyl)ureido)phenyl)oxazole-2-carboxamido)butanoate). As a reaction SMILES: [NH2:1][C:2]1[CH:7]=[CH:6][C:5]([C:8]2[O:12][C:11]([C:13]([NH:15][CH:16]([CH:21]([CH3:23])[CH3:22])[C:17]([O:19][CH3:20])=[O:18])=[O:14])=[N:10][CH:9]=2)=[CH:4][CH:3]=1.[N:24]([C:27]1[CH:32]=[CH:31][CH:30]=[C:29]([C:33]([F:36])([F:35])[F:34])[CH:28]=1)=[C:25]=[O:26]>C1COCC1>[CH3:22][CH:21]([CH3:23])[CH:16]([NH:15][C:13]([C:11]1[O:12][C:8]([C:5]2[CH:6]=[CH:7][C:2]([NH:1][C:25]([NH:24][C:27]3[CH:32]=[CH:31][CH:30]=[C:29]([C:33]([F:34])([F:35])[F:36])[CH:28]=3)=[O:26])=[CH:3][CH:4]=2)=[CH:9][N:10]=1)=[O:14])[C:17]([O:19][CH3:20])=[O:18]. Reported procedure: To a solution of methyl 2-(5-(4-aminophenyl)oxazole-2-carboxamido)-3-methylbutanoate (Intermediate 1, 150 mg) in THF (3 ml) was added 1-isocyanato-3-(trifluoromethyl)benzene (132 mg) and the mixture was stirred overnight at RT. The mixture was then concentrated, purified by column chromatography (EtOAc:Pet ether, 2:8) and crystallized in CHCl3/Pet ether to give the title compound. Yield: 210 mg (88%). 1HNMR (DMSO-d6, 300 MHz): δ 9.13 (s, 1H), 9.09 (s, 1H), 8.99 (d, 1H), 8.03 (d, 1H), 7.82 (s, 1H... Reactants: IC1=CC2=C(C(S(C2(C)C)(=O)=O)(C)C)C=C1 (5-iodo-1,1,3,3-tetramethyl-1,3-dihydrobenzo[c]thiophene-2,2-dioxide), SC=1C=C(C=CC1)C1(CCOCC1)OC (4-(3-mercaptophenyl)-4-methoxytetrahydropyran). Product: COC1(CCOCC1)C1=CC(=CC=C1)SC1=CC2=C(C(S(C2(C)C)(=O)=O)(C)C)C=C1 (4-methoxy-4-[3-(1,1,3,3-tetramethyl-2,2-dioxo-1,3-dihydrobenzo[c]thien-5-ylthio)phenyl]tetrahydropyran). Isolated yield 28.0%. RXN SMILES: I[C:2]1[CH:16]=[CH:15][C:5]2[C:6]([CH3:14])([CH3:13])[S:7](=[O:12])(=[O:11])[C:8]([CH3:10])([CH3:9])[C:4]=2[CH:3]=1.[SH:17][C:18]1[CH:19]=[C:20]([C:24]2([O:30][CH3:31])[CH2:29][CH2:28][O:27][CH2:26][CH2:25]2)[CH:21]=[CH:22][CH:23]=1>>[CH3:31][O:30][C:24]1([C:20]2[CH:21]=[CH:22][CH:23]=[C:18]([S:17][C:2]3[CH:16]=[CH:15][C:5]4[C:6]([CH3:14])([CH3:13])[S:7](=[O:12])(=[O:11])[C:8]([CH3:10])([CH3:9])[C:4]=4[CH:3]=3)[CH:19]=2)[CH2:29][CH2:28][O:27][CH2:26][CH2:25]1. Procedure details: Using a similar procedure to that described in Example 12, 5-iodo-1,1,3,3-tetramethyl-1,3-dihydrobenzo[c]thiophene-2,2-dioxide was reacted with 4-(3-mercaptophenyl)-4-methoxytetrahydropyran to give 4-methoxy-4-[3-(1,1,3,3-tetramethyl-2,2-dioxo-1,3-dihydrobenzo[c]thien-5-ylthio)phenyl]tetrahydropyran in 28% yield, m.p. 133°-135° C.